describe an organic reaction: reactants, conditions, products, and yield From a dataset of the Open Reaction Database (ORD), a public repository of structured organic reaction records. Reactants: ClCCl, CC1(c2ccc3cc(OC4CCC(C5CCCC5)CC4)ccc3c2)COC(=O)N1, [Cl-], [Cl-], [Cl-], [Cl-], O=C1CCC(=O)N1I, [Zr+4]. Yields the product CC1(c2ccc3c(I)c(OC4CCC(C5CCCC5)CC4)ccc3c2)COC(=O)N1. As a reaction SMILES: [CH2:38]([Cl:39])[Cl:40].[CH:1]1([CH:6]2[CH2:7][CH2:8][CH:9]([O:12][c:13]3[cH:14][c:15]4[cH:16][cH:17][c:18]([C:23]5([CH3:29])[NH:24][C:25](=[O:28])[O:26][CH2:27]5)[cH:19][c:20]4[cH:21][cH:22]3)[CH2:10][CH2:11]2)[CH2:2][CH2:3][CH2:4][CH2:5]1.[Cl-:41].[Cl-:43].[Cl-:44].[Cl-:45].[I:30][N:31]1[C:32](=[O:33])[CH2:34][CH2:35][C:36]1=[O:37].[Zr+4:42]>>[CH:1]1([CH:6]2[CH2:7][CH2:8][CH:9]([O:12][c:13]3[c:14]([I:30])[c:15]4[cH:16][cH:17][c:18]([C:23]5([CH3:29])[NH:24][C:25](=[O:28])[O:26][CH2:27]5)[cH:19][c:20]4[cH:21][cH:22]3)[CH2:10][CH2:11]2)[CH2:2][CH2:3][CH2:4][CH2:5]1. The reactants are C1(C=2C(C(N1[C@H]1[C@H](OCC=C)O[C@@H]([C@H](C1)O)CO)=O)=CC=CC2)=O (allyl 2,3-dideoxy-2-phthalimido-β-D-glucopyranoside), Compound 22, C(CCC)N (BuNH2). Solvent: CO (MeOH). Reaction conditions: time 3 hour. The product is C(C)(=O)N[C@H]1[C@H](OCC=C)O[C@@H]([C@H](C1)O)CO (Allyl 2-acetamido-2,3-dideoxy-β-D-glucopyranoside). Isolated yield 54.0%. As a reaction SMILES: C1(=O)[N:5]([C@@H:6]2[CH2:15][C@H:14]([OH:16])[C@@H:13]([CH2:17][OH:18])[O:12][C@H:7]2[O:8][CH2:9][CH:10]=[CH2:11])[C:4](=[O:19])[C:3]2=CC=CC=C12.C(N)CCC>CO>[C:4]([NH:5][C@@H:6]1[CH2:15][C@H:14]([OH:16])[C@@H:13]([CH2:17][OH:18])[O:12][C@H:7]1[O:8][CH2:9][CH:10]=[CH2:11])(=[O:19])[CH3:3]. Procedure details: A mixture of allyl 2,3-dideoxy-2-phthalimido-β-D-glucopyranoside, Compound 22, (100 mg, 0.30 mmol) and BuNH2 (4 mL) in MeOH (20 mL) was refluxed for 10 hours, then cooled and evaporated. Acetic anhydride (2 mL) was added to a solution of the residue in MeOH (10 mL) at 0°-5° C., and the mixture was stirred for three hours at 0°-5° C. The mixture was concentrated, and the residue was triturated in MeOH with Et2O to give Compound 1i (40 mg, 54 percent). Reactants: C(C)OC(C(CC1=CC=C2C=CNC2=C1)OCC)=O (rac-2-ethoxy-3-(1H-indol-6-yl)-propionic acid ethyl ester), ClCC=1N=C(OC1C)C1=CC=C(C=C1)C(C)C (4-chloromethyl-2-(4-isopropyl-phenyl)-5-methyl-oxazole). The product is C(C)OC(C(=O)O)CC1=CC=C2C=CN(C2=C1)CC=1N=C(OC1C)C1=CC=C(C=C1)C(C)C (rac-2-ethoxy-3-{1-[2-(4-isopropyl-phenyl)-5-methyl-oxazol-4-ylmethyl]-1H-indol-6-yl}-propionic acid). Reaction SMILES: C([O:3][C:4](=[O:19])[CH:5]([O:16][CH2:17][CH3:18])[CH2:6][C:7]1[CH:15]=[C:14]2[C:10]([CH:11]=[CH:12][NH:13]2)=[CH:9][CH:8]=1)C.Cl[CH2:21][C:22]1[N:23]=[C:24]([C:28]2[CH:33]=[CH:32][C:31]([CH:34]([CH3:36])[CH3:35])=[CH:30][CH:29]=2)[O:25][C:26]=1[CH3:27]>>[CH2:17]([O:16][CH:5]([CH2:6][C:7]1[CH:15]=[C:14]2[C:10]([CH:11]=[CH:12][N:13]2[CH2:21][C:22]2[N:23]=[C:24]([C:28]3[CH:29]=[CH:30][C:31]([CH:34]([CH3:36])[CH3:35])=[CH:32][CH:33]=3)[O:25][C:26]=2[CH3:27])=[CH:9][CH:8]=1)[C:4]([OH:3])=[O:19])[CH3:18]. Procedure details: In analogy to the procedure described in example 44, rac-2-ethoxy-3-(1H-indol-6-yl)-propionic acid ethyl ester (preparation 11) was reacted with 4-chloromethyl-2-(4-isopropyl-phenyl)-5-methyl-oxazole to give rac-2-ethoxy-3-{1-[2-(4-isopropyl-phenyl)-5-methyl-oxazol-4-ylmethyl]-1H-indol-6-yl}-propionic acid as light yellow viscous oil. Starting materials: Cl.Cl.NC1=CC2=C(CCN(CC2)CC2=C(C=CC=C2)Cl)S1 (2-amino-6-(2-chlorobenzyl)-5,6,7,8-tetrahydro-4H-thieno[2,3-d]azepine dihydrochloride), [S-]C#N.[K+] (potassium thiocyanate), BrBr (bromine). The reagents and catalysts are S(=O)(=O)([O-])[O-].[Cu+2] (copper sulfate). The product is Cl.Cl.NC=1SC2=C(SC=3CCN(CCC32)CC3=C(C=CC=C3)Cl)N1 (2-Amino-7-(2-chlorobenzyl)-6,7,8,9-tetrahydro-5H-thiazolo[4',5':5,4]thieno[2,3-d]azepine dihydrochloride). RXN SMILES: [ClH:1].Cl.[NH2:3][C:4]1[S:21][C:7]2[CH2:8][CH2:9][N:10]([CH2:13][C:14]3[CH:19]=[CH:18][CH:17]=[CH:16][C:15]=3[Cl:20])[CH2:11][CH2:12][C:6]=2[CH:5]=1.[S-:22][C:23]#[N:24].[K+].BrBr>S([O-])([O-])(=O)=O.[Cu+2]>[ClH:20].[ClH:1].[NH2:24][C:23]1[S:22][C:5]2[C:6]3[CH2:12][CH2:11][N:10]([CH2:13][C:14]4[CH:19]=[CH:18][CH:17]=[CH:16][C:15]=4[Cl:20])[CH2:9][CH2:8][C:7]=3[S:21][C:4]=2[N:3]=1 |f:0.1.2,3.4,6.7,8.9.10|. Procedure details: This compound was prepared from 2-amino-6-(2-chlorobenzyl)-5,6,7,8-tetrahydro-4H-thieno[2,3-d]azepine dihydrochloride, potassium thiocyanate and bromine or copper sulfate as oxidizing agent analogous to Example 1. Yields the product FC(C(=O)O)(F)F.N[C@H]1C[C@@H](CC1)C#N ((1R,3R)-3-amino-cyclopentanecarbonitrile trifluoroacetate). The reactants are FC(C(=O)O)(F)F (trifluoroacetic acid), C(C)(C)(C)OC(N[C@H]1C[C@@H](CC1)C#N)=O (((1R,3R)-3-cyano-cyclopentyl)-carbamic acid tert-butyl ester). The solvent is ClCCl (dichloromethane). RXN SMILES: [F:1][C:2]([F:7])([F:6])[C:3]([OH:5])=[O:4].C(OC(=O)[NH:14][C@@H:15]1[CH2:19][CH2:18][C@@H:17]([C:20]#[N:21])[CH2:16]1)(C)(C)C>ClCCl>[F:1][C:2]([F:7])([F:6])[C:3]([OH:5])=[O:4].[NH2:14][C@@H:15]1[CH2:19][CH2:18][C@@H:17]([C:20]#[N:21])[CH2:16]1 |f:3.4|. Conditions: temperature 0 celsius, time 2 hour. Procedure details: In a round-bottomed flask, ((1R,3R)-3-cyano-cyclopentyl)-carbamic acid tert-butyl ester (crude from Step 2) was dissolved in dichloromethane (2.5 ml). The solution was cooled to 0° C. and trifluoroacetic acid (1.1 ml, 14.3 mmol) was slowly added. After the addition was complete, the ice bath was removed and the reaction mixture was stirred at room temperature for 2 h then concentrated to give (1R,3R)-3-amino-cyclopentanecarbonitrile trifluoroacetate as a light brown oil which was used without fu... The reactants are [BH4-], C1CCOC1, CC(C)COC(=O)Cl, CC(C)(C)OC(=O)CC(Nc1ccc(C#N)c(Cl)c1)C(=O)O, [Na+], O. Product: CC(C)(C)OC(=O)CC(CO)Nc1ccc(C#N)c(Cl)c1. Reaction SMILES: [BH4-:31].[CH2:33]1[O:34][CH2:35][CH2:36][CH2:37]1.[Cl:1][C:2]([O:3][CH2:4][CH:5]([CH3:6])[CH3:7])=[O:8].[Cl:9][c:10]1[cH:11][c:12]([NH:18][CH:19]([C:20](=[O:21])[OH:22])[CH2:23][C:24](=[O:25])[O:26][C:27]([CH3:28])([CH3:29])[CH3:30])[cH:13][cH:14][c:15]1[C:16]#[N:17].[Na+:32].[OH2:38]>>[Cl:9][c:10]1[cH:11][c:12]([NH:18][CH:19]([CH2:20][OH:21])[CH2:23][C:24](=[O:25])[O:26][C:27]([CH3:28])([CH3:29])[CH3:30])[cH:13][cH:14][c:15]1[C:16]#[N:17]. The reactants are N1=CC=CC2=CC=CN=C12 (Naphthyridine), BrCC(=O)OC(C)(C)C (tert-butyl bromoacetate), [BH4-].[Na+] (NaBH4). Yields the product N1CCCC2=CC=CN=C12 (tetrahydro-naphthyridine). RXN SMILES: [N:1]1[C:10]2[C:5](=[CH:6][CH:7]=[CH:8][N:9]=2)[CH:4]=[CH:3][CH:2]=1.BrCC(OC(C)(C)C)=O.[BH4-].[Na+]>>[NH:9]1[C:10]2[C:5](=[CH:4][CH:3]=[CH:2][N:1]=2)[CH2:6][CH2:7][CH2:8]1 |f:2.3|. Reported procedure: Scheme 16 illustrates an alternative method for preparing 79 and related analogues 83. Naphthyridine 75 and 82 are commercially available, known in the literature (e.g., Bioorg. Med. Chem. Lett. (1999) 17:2583-86) or conveniently prepared by a variety of methods familiar to those skilled in the art. Naphthyridine 75 is refluxed with benzyl bromide in acetonitrile to give the quaternary salt 76, which is converted to benzyl protected amine 77 upon treatment with sodium borohydride. The benzyl gro... Reactants: CC1(C)CC(C)(C)c2cc(CCl)ccc21, c1ccc(P(c2ccccc2)c2ccccc2)cc1. Product: CC1(C)CC(C)(C)c2cc(C[P+](c3ccccc3)(c3ccccc3)c3ccccc3)ccc21, [Cl-]. Reaction SMILES: [Cl:1][CH2:2][c:3]1[cH:4][c:5]2[c:9]([cH:10][cH:11]1)[C:8]([CH3:12])([CH3:13])[CH2:7][C:6]2([CH3:14])[CH3:15].[c:16]1([P:22]([c:23]2[cH:24][cH:25][cH:26][cH:27][cH:28]2)[c:29]2[cH:30][cH:31][cH:32][cH:33][cH:34]2)[cH:17][cH:18][cH:19][cH:20][cH:21]1>>[CH2:2]([c:3]1[cH:4][c:5]2[c:9]([cH:10][cH:11]1)[C:8]([CH3:12])([CH3:13])[CH2:7][C:6]2([CH3:14])[CH3:15])[P+:22]([c:16]1[cH:17][cH:18][cH:19][cH:20][cH:21]1)([c:23]1[cH:24][cH:25][cH:26][cH:27][cH:28]1)[c:29]1[cH:30][cH:31][cH:32][cH:33][cH:34]1.[Cl-:1]. Reactants: BrC1=CC(=C(C=C1)C(=O)N1CCN(CC1)C1=NC=C(C=C1C)C1CC1)F ((4-bromo-2-fluorophenyl)[4-(5-cyclopropyl-3-methylpyridin-2-yl)piperazin-1-yl]methanone), C(C)(=O)N1C(NCC1)=O (1-acetylimidazolidin-2-one). Yields the product C(C)(=O)N1C(N(CC1)C1=CC(=C(C=C1)C(=O)N1CCN(CC1)C1=NC=C(C=C1C)C1CC1)F)=O (1-acetyl-3-{4-[4-(5-cyclopropyl-3-methylpyridin-2-yl)piperazine-1-carbonyl]-3-fluorophenyl}imidazolidin-2-one). The yield is 33.5%. RXN SMILES: Br[C:2]1[CH:7]=[CH:6][C:5]([C:8]([N:10]2[CH2:15][CH2:14][N:13]([C:16]3[C:21]([CH3:22])=[CH:20][C:19]([CH:23]4[CH2:25][CH2:24]4)=[CH:18][N:17]=3)[CH2:12][CH2:11]2)=[O:9])=[C:4]([F:26])[CH:3]=1.[C:27]([N:30]1[CH2:34][CH2:33][NH:32][C:31]1=[O:35])(=[O:29])[CH3:28]>>[C:27]([N:30]1[CH2:34][CH2:33][N:32]([C:2]2[CH:7]=[CH:6][C:5]([C:8]([N:10]3[CH2:15][CH2:14][N:13]([C:16]4[C:21]([CH3:22])=[CH:20][C:19]([CH:23]5[CH2:25][CH2:24]5)=[CH:18][N:17]=4)[CH2:12][CH2:11]3)=[O:9])=[C:4]([F:26])[CH:3]=2)[C:31]1=[O:35])(=[O:29])[CH3:28]. Procedure details: Using (4-bromo-2-fluorophenyl)[4-(5-cyclopropyl-3-methylpyridin-2-yl)piperazin-1-yl]methanone (418 mg) described in Preparation Example 121 and 1-acetylimidazolidin-2-one (128 mg) and by the reaction and treatment in the same manner as in Example 511, the title compound (156 mg) was obtained. Starting materials: CN(C)C=O, CCOC(=O)c1c(CCl)nc2sc(C)c(C)c2c1-c1ccc(Cl)cc1, [H-], [Na+], O, c1nc[nH]n1. Yields the product CCOC(=O)c1c(Cn2cncn2)nc2sc(C)c(C)c2c1-c1ccc(Cl)cc1. Reaction SMILES: [CH3:34][N:35]([CH3:36])[CH:37]=[O:38].[Cl:8][CH2:9][c:10]1[c:11]([C:28](=[O:29])[O:30][CH2:31][CH3:32])[c:12](-[c:21]2[cH:22][cH:23][c:24]([Cl:27])[cH:25][cH:26]2)[c:13]2[c:14]([n:15]1)[s:16][c:17]([CH3:20])[c:18]2[CH3:19].[H-:1].[Na+:2].[OH2:33].[nH:3]1[n:4][cH:5][n:6][cH:7]1>>[n:3]1([CH2:9][c:10]2[c:11]([C:28](=[O:29])[O:30][CH2:31][CH3:32])[c:12](-[c:21]3[cH:22][cH:23][c:24]([Cl:27])[cH:25][cH:26]3)[c:13]3[c:14]([n:15]2)[s:16][c:17]([CH3:20])[c:18]3[CH3:19])[n:4][cH:5][n:6][cH:7]1.